Dataset: the Open Reaction Database (ORD), a public repository of structured organic reaction records. Task: describe an organic reaction: reactants, conditions, products, and yield Starting materials: NC1=CC=C(C=C1)C1=CC(=CC=C1)CN(C(CNC(OC(C)(C)C)=O)=O)C (tert-Butyl (2-{[(4′-aminobiphenyl-3-yl)methyl](methyl)amino}-2-oxoethyl)carbamate), N1=CC=CC=C1 (pyridine), CN(C(=O)Cl)C (Dimethylcarbamoylchloride). The solvent is C(Cl)Cl (methylene chloride). Reaction conditions: time 1 hour. The product is CN(C(=O)NC1=CC=C(C=C1)C1=CC(=CC=C1)CN(C(CNC(OC(C)(C)C)=O)=O)C)C (tert-butyl {2-[({4′-[(dimethylcarbamoyl)amino]biphenyl-3-yl}methyl)(methyl)amino]-2-oxoethyl}carbamate). Yield: 92.3%. Reaction SMILES: [NH2:1][C:2]1[CH:7]=[CH:6][C:5]([C:8]2[CH:13]=[CH:12][CH:11]=[C:10]([CH2:14][N:15]([CH3:27])[C:16](=[O:26])[CH2:17][NH:18][C:19](=[O:25])[O:20][C:21]([CH3:24])([CH3:23])[CH3:22])[CH:9]=2)=[CH:4][CH:3]=1.N1C=CC=CC=1.[CH3:34][N:35]([CH3:39])[C:36](Cl)=[O:37]>C(Cl)Cl>[CH3:34][N:35]([CH3:39])[C:36]([NH:1][C:2]1[CH:7]=[CH:6][C:5]([C:8]2[CH:13]=[CH:12][CH:11]=[C:10]([CH2:14][N:15]([CH3:27])[C:16](=[O:26])[CH2:17][NH:18][C:19](=[O:25])[O:20][C:21]([CH3:23])([CH3:24])[CH3:22])[CH:9]=2)=[CH:4][CH:3]=1)=[O:37]. Procedure: tert-Butyl (2-{[(4′-aminobiphenyl-3-yl)methyl](methyl)amino}-2-oxoethyl)carbamate (200 mg) and pyridine (64 mg) were dissolved in methylene chloride (6 ml), followed by ice-cooling. Dimethylcarbamoylchloride (64 mg) was added thereto, followed by warming to room temperature and stirring for 1 hour. The reaction mixture was subjected to liquid separation with CHCl3 and water. The organic layer was separated, and then the aqueous layer was extracted with CHCl3 again. These organic layers were comb... Reactants: C(C1=CC=CC=C1)N(C[Si](C)(C)C)COC (Benzyl-methoxymethyl-trimethylsilanylmethyl-amine), C1(C=CCCC1)=O (cyclohex-2-enone), C(=O)(C(F)(F)F)O (TFA). Run in ClCCl (dichloromethane), ClCCl (dichloromethane). Conditions: time 8 hour. The product is C(C1=CC=CC=C1)N1CC2CCCC(C2C1)=O (2-Benzyl-octahydro-isoindol-4-one). As a reaction SMILES: [CH2:1]([N:8]([CH2:14]OC)[CH2:9][Si](C)(C)C)[C:2]1[CH:7]=[CH:6][CH:5]=[CH:4][CH:3]=1.[C:17]1(=[O:23])[CH2:22][CH2:21][CH2:20][CH:19]=[CH:18]1.C(O)(C(F)(F)F)=O>ClCCl>[CH2:1]([N:8]1[CH2:9][CH:22]2[CH:21]([CH2:20][CH2:19][CH2:18][C:17]2=[O:23])[CH2:14]1)[C:2]1[CH:3]=[CH:4][CH:5]=[CH:6][CH:7]=1. Reported procedure: Benzyl-methoxymethyl-trimethylsilanylmethyl-amine (29.6 g, 0.12 mol) was added to a solution of cyclohex-2-enone (10 g, 0.104 mol) in 500 mL of dichloromethane at 0° C. followed by the dropwise addition of 10 mol % TFA dissolved in 2 mL of dichloromethane. The reaction mixture was stirred at room temperature overnight and was quenched with 50 mL of saturated NaHCO3. The organic layer was washed with 500 mL of brine, dried with MgSO4 and solvent was evaporated in vacuo to give the crude product t... Reactants: O=C1CCC(=O)N1Br, Cc1c(F)ccc(Br)c1F, O=C(OOC(=O)c1ccccc1)c1ccccc1, ClC(Cl)(Cl)Cl. Product: Fc1ccc(Br)c(F)c1CBr. Reaction SMILES: [Br:11][N:12]1[C:13](=[O:14])[CH2:15][CH2:16][C:17]1=[O:18].[Br:1][c:2]1[c:3]([F:10])[c:4]([CH3:9])[c:5]([F:8])[cH:6][cH:7]1.[C:19]([O:20][O:21][C:22](=[O:23])[c:24]1[cH:25][cH:26][cH:27][cH:28][cH:29]1)(=[O:30])[c:31]1[cH:32][cH:33][cH:34][cH:35][cH:36]1.[Cl:37][C:38]([Cl:39])([Cl:40])[Cl:41]>>[Br:1][c:2]1[c:3]([F:10])[c:4]([CH2:9][Br:11])[c:5]([F:8])[cH:6][cH:7]1. Reactants: [I-].[Na+] (sodium iodide), [H-].[Na+] (sodium hydride), N1(C=NC=C1)C1=CC=C(C=C1)O (4-(1H-imidazol-1-yl)phenol), 93.2, Cl.ClCCN(CC1=CC=CC=C1)CC1=CC=CC=C1 (2-chloro-N,N-dibenzylethanamine hydrochloride). Solvent: CN(C=O)C (dimethylformamide). Reaction conditions: time 1 hour. Yields the product Cl.Cl.N1(C=NC=C1)C1=CC=C(OCCN(CC2=CC=CC=C2)CC2=CC=CC=C2)C=C1 (2-[4-(1H-Imidazol-1-yl)phenoxy]-N,N-bis(phenylmethyl)-ethanamine dihydrochloride). RXN SMILES: [H-].[Na+].[N:3]1([C:8]2[CH:13]=[CH:12][C:11]([OH:14])=[CH:10][CH:9]=2)[CH:7]=[CH:6][N:5]=[CH:4]1.[ClH:15].[Cl:16][CH2:17][CH2:18][N:19]([CH2:27][C:28]1[CH:33]=[CH:32][CH:31]=[CH:30][CH:29]=1)[CH2:20][C:21]1[CH:26]=[CH:25][CH:24]=[CH:23][CH:22]=1.[I-].[Na+]>CN(C)C=O>[ClH:16].[ClH:15].[N:3]1([C:8]2[CH:13]=[CH:12][C:11]([O:14][CH2:17][CH2:18][N:19]([CH2:20][C:21]3[CH:26]=[CH:25][CH:24]=[CH:23][CH:22]=3)[CH2:27][C:28]3[CH:33]=[CH:32][CH:31]=[CH:30][CH:29]=3)=[CH:10][CH:9]=2)[CH:7]=[CH:6][N:5]=[CH:4]1 |f:0.1,3.4,5.6,8.9.10|. Procedure details: To a cold suspension of 33 g (0.82 mol) 50% sodium hydride in 500 mL dimethylformamide, add 50.4 g (0.315 mol) 4-(1H-imidazol-1-yl)phenol portionwise, maintaining the temp below 10° C. After addition, stir at room temp for 1 hr. Add 93.2 (0.315 mol) 2-chloro-N,N-dibenzylethanamine hydrochloride portionwise followed by 2.35 g (0.16 mol) sodium iodide. Heat the reaction to 50° C. for 24 hr. After this time, quench with 15 mL H2O, filter, and remove the solvents. Dissolve the residue in methanolic ... Reactants: FC1=CC=C(C=C1)C1CN(S(C1)(=O)=O)C1=CC(=C(C(=O)NC(=N)N)C=C1S(=O)(=O)C)C (N-{4-[4-(4-fluorophenyl)-1,1-dioxoisothiazolidin-2-yl]-5-methanesulfonyl-2-methylbenzoyl}guanidine), Cl (HCl). Solvent: CC(=O)C (acetone). Yields the product Cl.FC1=CC=C(C=C1)C1CN(S(C1)(=O)=O)C1=CC(=C(C(=O)NC(=N)N)C=C1S(=O)(=O)C)C (N-{4-[4-(4-Fluorophenyl)-1,1-dioxoisothiazolidin-2-yl]-5-methanesulfonyl-2-methylbenzoyl}guanidine, hydrochloride). As a reaction SMILES: [F:1][C:2]1[CH:7]=[CH:6][C:5]([CH:8]2[CH2:12][S:11](=[O:14])(=[O:13])[N:10]([C:15]3[C:26]([S:27]([CH3:30])(=[O:29])=[O:28])=[CH:25][C:18]([C:19]([NH:21][C:22]([NH2:24])=[NH:23])=[O:20])=[C:17]([CH3:31])[CH:16]=3)[CH2:9]2)=[CH:4][CH:3]=1.[ClH:32]>CC(C)=O>[ClH:32].[F:1][C:2]1[CH:7]=[CH:6][C:5]([CH:8]2[CH2:12][S:11](=[O:13])(=[O:14])[N:10]([C:15]3[C:26]([S:27]([CH3:30])(=[O:29])=[O:28])=[CH:25][C:18]([C:19]([NH:21][C:22]([NH2:24])=[NH:23])=[O:20])=[C:17]([CH3:31])[CH:16]=3)[CH2:9]2)=[CH:4][CH:3]=1 |f:3.4|. Reported procedure: 562 mg of N-{4-[4-(4-fluorophenyl)-1,1-dioxoisothiazolidin-2-yl]-5-methanesulfonyl-2-methylbenzoyl}guanidine were dissolved in 20 ml of acetone and 2 ml of a 4N aqueous HCl solution added. The volatile constituents were removed in vacuo, followed by coevaporation 3 times with 20 ml of toluene each time and finally drying under medium vacuum. 587 mg of white crystals were obtained, mp 250° C. (with decomposition). Starting materials: CC1CN(C(=O)OC(C)(C)C)CCN1, N#Cc1cc([N+](=O)[O-])c(N)cc1F, CS(C)=O, CCN(C(C)C)C(C)C, [Na+], [OH-]. Yields the product CC1CN(C(=O)OC(C)(C)C)CCN1c1cc(N)c([N+](=O)[O-])cc1C#N. As a reaction SMILES: [C:14]([CH3:15])([CH3:16])([CH3:17])[O:18][C:19](=[O:20])[N:21]1[CH2:22][CH:23]([CH3:27])[NH:24][CH2:25][CH2:26]1.[C:1](#[N:2])[c:3]1[c:4]([F:13])[cH:5][c:6]([NH2:7])[c:8]([N+:10](=[O:11])[O-:12])[cH:9]1.[CH3:30][S:31]([CH3:32])=[O:33].[CH:34]([N:35]([CH:36]([CH3:37])[CH3:38])[CH2:39][CH3:40])([CH3:41])[CH3:42].[Na+:29].[OH-:28]>>[C:1](#[N:2])[c:3]1[c:4]([N:24]2[CH:23]([CH3:27])[CH2:22][N:21]([C:19]([O:18][C:14]([CH3:15])([CH3:16])[CH3:17])=[O:20])[CH2:26][CH2:25]2)[cH:5][c:6]([NH2:7])[c:8]([N+:10](=[O:11])[O-:12])[cH:9]1.